Task: describe an organic reaction: reactants, conditions, products, and yield. Dataset: the Open Reaction Database (ORD), a public repository of structured organic reaction records Reactants: CC(C)COc1ccc(S(C)(=O)=O)cc1C(=O)O, CCOC(C)=O, CC#N, Cl, c1ccc2nc(N3CCNCC3)ccc2c1. Product: CC(C)COc1ccc(S(C)(=O)=O)cc1C(=O)N1CCN(c2ccc3ccccc3n2)CC1. As a reaction SMILES: [CH2:18]([CH:19]([CH3:20])[CH3:21])[O:22][c:23]1[c:24]([C:25](=[O:26])[OH:27])[cH:28][c:29]([S:32](=[O:33])(=[O:34])[CH3:35])[cH:30][cH:31]1.[CH3:36][CH2:37][O:38][C:39](=[O:40])[CH3:41].[CH3:42][C:43]#[N:44].[ClH:1].[N:2]1([c:8]2[n:9][c:10]3[cH:11][cH:12][cH:13][cH:14][c:15]3[cH:16][cH:17]2)[CH2:3][CH2:4][NH:5][CH2:6][CH2:7]1>>[N:2]1([c:8]2[n:9][c:10]3[cH:11][cH:12][cH:13][cH:14][c:15]3[cH:16][cH:17]2)[CH2:3][CH2:4][N:5]([C:25]([c:24]2[c:23]([O:22][CH2:18][CH:19]([CH3:20])[CH3:21])[cH:31][cH:30][c:29]([S:32](=[O:33])(=[O:34])[CH3:35])[cH:28]2)=[O:26])[CH2:6][CH2:7]1. Reactants: C1(=CC=CC=C1)P(C1=CC=CC=C1)C1=CC=CC=C1 (triphenylphosphine), N(=NC(=O)OC(C)C)C(=O)OC(C)C (diisopropyl azodicarboxylate), C(C)(C)(C)S[C@H](CO)C ((2S)-2-(t-butylthio)-1-propanol), S1C(=CC=C1)CC(=O)O (thiolacetic acid). Run in C1CCOC1 (THF), C1CCOC1 (THF). Conditions: time 30 minute. Yields the product C(C)(=O)SC[C@H](C)SC(C)(C)C ((2S)-1-(acetylthio)-2-(t-butylthio)propane). The yield is 83.0%. RXN SMILES: C1(P(C2C=CC=CC=2)C2C=CC=CC=2)C=CC=CC=1.N(C(OC(C)C)=O)=NC([O:24][CH:25]([CH3:27])C)=O.[C:34]([S:38][C@@H:39]([CH3:42])[CH2:40]O)([CH3:37])([CH3:36])[CH3:35].[S:43]1C=CC=C1CC(O)=O>C1COCC1>[C:25]([S:43][CH2:40][C@@H:39]([S:38][C:34]([CH3:37])([CH3:36])[CH3:35])[CH3:42])(=[O:24])[CH3:27]. Reported procedure: To a stirred solution of 3.54 g of triphenylphosphine in 50 mL of THF at 0° C. was added 2.66 mL of diisopropyl azodicarboxylate. The mixture was stirred for an additional 30 min. To the resulting white precipitate was added 1.00 g of (2S)-2-(t-butylthio)-1-propanol in 5 mL of THF. The reaction mixture was stirred for 10 min, then 0.966 mL of thiolacetic acid was added and stirring was continued at 0° C. for 1 h and at room temperature for 1 h. The solvent was evaporated under vacuum and the res... Starting materials: CC(C)C[Al+]CC(C)C, COC(=O)c1cn(-c2ccccc2)c(S(=O)(=O)c2ccccc2)c1C, Cc1ccccc1, [H-], C1CCOC1. The product is Cc1c(C=O)cn(-c2ccccc2)c1S(=O)(=O)c1ccccc1. RXN SMILES: [CH2:34]([Al+:35][CH2:36][CH:37]([CH3:38])[CH3:39])[CH:40]([CH3:41])[CH3:42].[CH3:1][c:2]1[c:3]([C:22](=[O:23])[O:24][CH3:25])[cH:4][n:5](-[c:16]2[cH:17][cH:18][cH:19][cH:20][cH:21]2)[c:6]1[S:7](=[O:8])(=[O:9])[c:10]1[cH:11][cH:12][cH:13][cH:14][cH:15]1.[CH3:26][c:27]1[cH:28][cH:29][cH:30][cH:31][cH:32]1.[H-:33].[O:43]1[CH2:44][CH2:45][CH2:46][CH2:47]1>>[CH3:1][c:2]1[c:3]([CH:22]=[O:23])[cH:4][n:5](-[c:16]2[cH:17][cH:18][cH:19][cH:20][cH:21]2)[c:6]1[S:7](=[O:8])(=[O:9])[c:10]1[cH:11][cH:12][cH:13][cH:14][cH:15]1. Reactants: O=C(Cl)CCCCCCCCCCBr, ClCCl, CCOC(=O)c1ccc(N)cc1. Yields the product CCOC(=O)c1ccc(NC(=O)CCCCCCCCCCBr)cc1. As a reaction SMILES: [Br:1][CH2:2][CH2:3][CH2:4][CH2:5][CH2:6][CH2:7][CH2:8][CH2:9][CH2:10][CH2:11][C:12](=[O:13])[Cl:14].[CH2:27]([Cl:28])[Cl:29].[CH3:15][CH2:16][O:17][C:18](=[O:19])[c:20]1[cH:21][cH:22][c:23]([NH2:24])[cH:25][cH:26]1>>[Br:1][CH2:2][CH2:3][CH2:4][CH2:5][CH2:6][CH2:7][CH2:8][CH2:9][CH2:10][CH2:11][C:12](=[O:13])[NH:24][c:23]1[cH:22][cH:21][c:20]([C:18]([O:17][CH2:16][CH3:15])=[O:19])[cH:26][cH:25]1. Starting materials: CC(C)(C)N, CC(=O)O[BH-](OC(C)=O)OC(C)=O, N#Cc1ccc(C=O)cc1, CC(=O)O, ClCCCl, [Na+], [Na+], O=C([O-])O. The product is CC(C)(C)[N+]([O-])=Cc1ccc(C#N)cc1. As a reaction SMILES: [C:11]([CH3:12])([CH3:13])([CH3:14])[NH2:15].[C:16]([O:17][BH-:19]([O:20][C:21](=[O:22])[CH3:23])[O:24][C:25](=[O:26])[CH3:27])(=[O:18])[CH3:28].[C:1](#[N:2])[c:3]1[cH:4][cH:5][c:6]([CH:7]=[O:8])[cH:9][cH:10]1.[CH3:30][C:31](=[O:32])[OH:33].[Cl:39][CH2:40][CH2:41][Cl:42].[Na+:29].[Na+:38].[O-:34][C:35]([OH:36])=[O:37]>>[C:1](#[N:2])[c:3]1[cH:4][cH:5][c:6]([CH:7]=[N+:15]([C:11]([CH3:12])([CH3:13])[CH3:14])[O-:18])[cH:9][cH:10]1. Reactants: BrC(Br)Br, CC(C)(C)ON=O, CCSc1c(C#N)nn(-c2c(Cl)cc(C(F)(F)F)cc2Cl)c1N. Product: CCSc1c(C#N)nn(-c2c(Cl)cc(C(F)(F)F)cc2Cl)c1Br. RXN SMILES: [CH:31]([Br:32])([Br:33])[Br:34].[N:1]([O:2][C:3]([CH3:4])([CH3:5])[CH3:6])=[O:7].[NH2:8][c:9]1[c:10]([S:28][CH2:29][CH3:30])[c:11]([C:26]#[N:27])[n:12][n:13]1-[c:14]1[c:15]([Cl:25])[cH:16][c:17]([C:21]([F:22])([F:23])[F:24])[cH:18][c:19]1[Cl:20]>>[c:9]1([Br:32])[c:10]([S:28][CH2:29][CH3:30])[c:11]([C:26]#[N:27])[n:12][n:13]1-[c:14]1[c:15]([Cl:25])[cH:16][c:17]([C:21]([F:22])([F:23])[F:24])[cH:18][c:19]1[Cl:20]. Reactants: C(=O)(OC)[C@@H]1[C@]2(CC(=O)O)[C@@H](CC1)[C@@H]1CN(C3=CC(CC[C@]3(C)[C@H]1CC2)=O)C(C)(C)C (17β-carbomethoxy-6-t-butylcarboxy-6-azaandrost-4-en-3-one), [H-].C(C(C)C)[Al+]CC(C)C (diisobutylaluminum hydride). Run in C(Cl)Cl (methylene chloride). Yields the product OC[C@@H]1[C@]2(CC(=O)O)[C@@H](CC1)[C@@H]1CN(C3=C[C@H](CC[C@]3(C)[C@H]1CC2)O)C(C)(C)C (17β-hydroxymethyl-3β-hydroxy-6-t-butylcarboxy-6-azaandrost-4-ene). RXN SMILES: [C:1]([C@H:5]1[CH2:13][CH2:12][C@H:11]2[C@H:14]3[C@H:24]([CH2:25][CH2:26][C@:6]12[CH2:7][C:8]([OH:10])=[O:9])[C@:22]1([CH3:23])[C:17](=[CH:18][C:19](=[O:27])[CH2:20][CH2:21]1)[N:16]([C:28]([CH3:31])([CH3:30])[CH3:29])[CH2:15]3)(OC)=[O:2].[H-].C([Al+]CC(C)C)C(C)C>C(Cl)Cl>[OH:2][CH2:1][C@H:5]1[CH2:13][CH2:12][C@H:11]2[C@H:14]3[C@H:24]([CH2:25][CH2:26][C@:6]12[CH2:7][C:8]([OH:10])=[O:9])[C@:22]1([CH3:23])[C:17](=[CH:18][C@@H:19]([OH:27])[CH2:20][CH2:21]1)[N:16]([C:28]([CH3:31])([CH3:30])[CH3:29])[CH2:15]3 |f:1.2|. Procedure: A solution of 17β-carbomethoxy-6-t-butylcarboxy-6-azaandrost-4-en-3-one (2.30 g, 5.33 mmol), Example 3, part E, in methylene chloride (70 mL) at -78° C. is treated with diisobutylaluminum hydride (1.5M in toluene, 15 mL, 22.5 mmol). After 20 minutes the reaction is quenched with methanol (4 mL), methylene chloride added (150 mL), washed with 2N NaOH and water, dried over MgSO4 and concentrated to give crude 17β-hydroxymethyl-3β-hydroxy-6-t-butylcarboxy-6-azaandrost-4-ene of sufficient purity to ... Reactants: Cl (hydrochloric acid), O (water), [OH-].[Na+] (sodium hydroxide), ClC=1C=CC(=C(C1)C1=CC(N(C=C1OC)C(C(=O)NC1=CC=C(C(=O)OCC)C=C1)CC)=O)C#N (ethyl 4-({2-[4-(5-chloro-2-cyanophenyl)-5-methoxy-2-oxopyridin-1(2H)-yl]butanoyl}amino)benzoate), O (water). The solvent is C(C)O (ethanol). Run at temperature 60 celsius, time 6 hour. Yields the product ClC=1C=CC(=C(C1)C1=CC(N(C=C1OC)C(C(=O)NC1=CC=C(C(=O)O)C=C1)CC)=O)C#N (4-({2-[4-(5-Chloro-2-cyanophenyl)-5-methoxy-2-oxopyridin-1(2H)-yl]butanoyl}amino)benzoic acid). RXN SMILES: O.[OH-].[Na+].[Cl:4][C:5]1[CH:6]=[CH:7][C:8]([C:37]#[N:38])=[C:9]([C:11]2[C:16]([O:17][CH3:18])=[CH:15][N:14]([CH:19]([CH2:34][CH3:35])[C:20]([NH:22][C:23]3[CH:33]=[CH:32][C:26]([C:27]([O:29]CC)=[O:28])=[CH:25][CH:24]=3)=[O:21])[C:13](=[O:36])[CH:12]=2)[CH:10]=1.Cl>C(O)C>[Cl:4][C:5]1[CH:6]=[CH:7][C:8]([C:37]#[N:38])=[C:9]([C:11]2[C:16]([O:17][CH3:18])=[CH:15][N:14]([CH:19]([CH2:34][CH3:35])[C:20]([NH:22][C:23]3[CH:33]=[CH:32][C:26]([C:27]([OH:29])=[O:28])=[CH:25][CH:24]=3)=[O:21])[C:13](=[O:36])[CH:12]=2)[CH:10]=1 |f:1.2|. Reported procedure: At RT, 0.2 ml of water and 97 mg (1.22 mmol, 3.0 eq.) of sodium hydroxide were added to a suspension of 200 mg (0.41 mmol) of ethyl 4-({2-[4-(5-chloro-2-cyanophenyl)-5-methoxy-2-oxopyridin-1(2H)-yl]butanoyl}amino)benzoate (racemate) in 2.0 ml of ethanol. The reaction mixture was stirred at RT for 1 h and at an oil bath temperature of 60° C. for 6 h, allowed to stand at RT overnight and then added to aqueous hydrochloric acid (1N). After dilution with water a precipitate was formed which was filt...